Dataset: the Open Reaction Database (ORD), a public repository of structured organic reaction records. Task: describe an organic reaction: reactants, conditions, products, and yield Starting materials: CS(=O)(=O)C1=NC(=CC(=N1)NC1=CC=C(C(=O)OC(C)(C)C)C=C1)OCC(F)(F)F (tert-butyl 4-((2-(methylsulfonyl)-6-(2,2,2-trifluoroethoxy)pyrimidin-4-yl)amino)benzoate), CCN(C(C)C)C(C)C (Hunig's Base), NCC1=CC=C(C=C1)O (4-(aminomethyl)phenol). Solvent: C1CCOC1 (THF). Yields the product OC1=CC=C(CNC2=NC(=CC(=N2)NC2=CC=C(C(=O)OC(C)(C)C)C=C2)OCC(F)(F)F)C=C1 (tert-butyl 4-((2-((4-hydroxybenzyl)amino)-6-(2,2,2-trifluoroethoxy)pyrimidin-4-yl)amino)benzoate). Yield: 81.6%. As a reaction SMILES: CS([C:5]1[N:10]=[C:9]([NH:11][C:12]2[CH:24]=[CH:23][C:15]([C:16]([O:18][C:19]([CH3:22])([CH3:21])[CH3:20])=[O:17])=[CH:14][CH:13]=2)[CH:8]=[C:7]([O:25][CH2:26][C:27]([F:30])([F:29])[F:28])[N:6]=1)(=O)=O.CCN(C(C)C)C(C)C.[NH2:40][CH2:41][C:42]1[CH:47]=[CH:46][C:45]([OH:48])=[CH:44][CH:43]=1>C1COCC1>[OH:48][C:45]1[CH:46]=[CH:47][C:42]([CH2:41][NH:40][C:5]2[N:10]=[C:9]([NH:11][C:12]3[CH:24]=[CH:23][C:15]([C:16]([O:18][C:19]([CH3:22])([CH3:21])[CH3:20])=[O:17])=[CH:14][CH:13]=3)[CH:8]=[C:7]([O:25][CH2:26][C:27]([F:30])([F:29])[F:28])[N:6]=2)=[CH:43][CH:44]=1. Procedure details: To a solution of tert-butyl 4-((2-(methylsulfonyl)-6-(2,2,2-trifluoroethoxy)pyrimidin-4-yl)amino)benzoate (80 mg, 0.18 mmol), and Hunig's Base (0.062 mL, 0.36 mmol) in THF (1 mL) was added 4-(aminomethyl)phenol (44 mg, 0.36 mmol). The resulting mixture was stirred at r.t for 16 hs. The solvent was removed and the crude product was purified by silica gel chromatography using 40-70%-100% EtOAc/Hexanes to give tert-butyl 4-((2-((4-hydroxybenzyl)amino)-6-(2,2,2-trifluoroethoxy)pyrimidin-4-yl)amino)b... The reactants are C(C)(C)(C)OC(=O)CNC(COC1=C(C(=C2C3=CC(CCC3(CC2=C1)CC)=O)Cl)Cl)=O (N-(t-butoxycarbonylmethyl)-[(5,6-dichloro-9a-ethyl-3-oxo-1,2,9,9a-tetrahydro-3H-fluoren-7-yl)oxy]acetamide), C(C)(C)(C)OC(=O)CCNC(COC1=C(C(=C2C3=CC(CCC3(CC2=C1)CC)=O)Cl)Cl)=O (N-[2-(t-butoxycarbonyl)ethyl]-[(5,6-dichloro-9a-ethyl-3-oxo-1,2,9,9a-tetrahydro-3H-fluoren-7-yl)oxy]acetamide). Yields the product C(=O)(O)CCNC(COC1=C(C(=C2C3=CC(CCC3(CC2=C1)CC)=O)Cl)Cl)=O (N-(2-carboxyethyl)-[(5,6-dichloro-9a-ethyl-3-oxo-1,2,9,9a-tetrahydro-3H-fluoren-7-yl)oxy]acetamide). As a reaction SMILES: C(OC(CNC(=O)COC1C=C2C(C3C(CC)(C2)CCC(=O)C=3)=C(Cl)C=1Cl)=O)(C)(C)C.C([O:36][C:37]([CH2:39][CH2:40][NH:41][C:42](=[O:63])[CH2:43][O:44][C:45]1[CH:57]=[C:56]2[C:48]([C:49]3[C:54]([CH2:58][CH3:59])([CH2:55]2)[CH2:53][CH2:52][C:51](=[O:60])[CH:50]=3)=[C:47]([Cl:61])[C:46]=1[Cl:62])=[O:38])(C)(C)C>>[C:37]([CH2:39][CH2:40][NH:41][C:42](=[O:63])[CH2:43][O:44][C:45]1[CH:57]=[C:56]2[C:48]([C:49]3[C:54]([CH2:58][CH3:59])([CH2:55]2)[CH2:53][CH2:52][C:51](=[O:60])[CH:50]=3)=[C:47]([Cl:61])[C:46]=1[Cl:62])([OH:38])=[O:36]. Procedure: By carrying out the reaction as described in Example 107, Step B, except that the N-(t-butoxycarbonylmethyl)-[(5,6-dichloro-9a-ethyl-3-oxo-1,2,9,9a-tetrahydro-3H-fluoren-7-yl)oxy]acetamide is replaced by an equimolar amount of N-[2-(t-butoxycarbonyl)ethyl]-[(5,6-dichloro-9a-ethyl-3-oxo-1,2,9,9a-tetrahydro-3H-fluoren-7-yl)oxy]acetamide. There is obtained N-(2-carboxyethyl)-[(5,6-dichloro-9a-ethyl-3-oxo-1,2,9,9a-tetrahydro-3H-fluoren-7-yl)oxy]acetamide. Reactants: N#Cc1c(I)cc(I)c(OCC(=O)O)c1I, [Na+], [OH-]. The product is NC(=O)c1c(I)cc(I)c(OCC(=O)O)c1I. Reaction SMILES: [C:1](#[N:2])[c:3]1[c:4]([I:16])[c:5]([O:6][CH2:7][C:8](=[O:9])[OH:10])[c:11]([I:15])[cH:12][c:13]1[I:14].[Na+:18].[OH-:17]>>[C:1]([NH2:2])([c:3]1[c:4]([I:16])[c:5]([O:6][CH2:7][C:8](=[O:9])[OH:10])[c:11]([I:15])[cH:12][c:13]1[I:14])=[O:17]. The reactants are [Si](C)(C)(C(C)(C)C)O[C@H]1C[C@@H](CC2=CC=C3[C@@H]4CC=C([C@H](C)OC\C=C\C(CC)(O[Si](CC)(CC)CC)CC)[C@]4(CC[C@@H]3[C@@]12C)C)O[Si](C)(C)C(C)(C)C (1α,3β-bis(tert-butyldimethylsilyloxy)-20(S)-{(E)-(4-ethyl-4-triethylsilyloxy-2-hexenyloxy)}pregna-5,7,16-triene), [F-].C(CCC)[N+](CCCC)(CCCC)CCCC (tetra-n-butylammonium fluoride). Run in O1CCCC1 (tetrahydrofuran), O1CCCC1 (tetrahydrofuran). Yields the product O[C@H]1C[C@@H](CC2=CC=C3[C@@H]4CC=C([C@H](C)OC\C=C\C(CC)(O)CC)[C@]4(CC[C@@H]3[C@@]12C)C)O (1α,3β-dihydroxy-20(S)-{(E)-(4-ethyl-4-hydroxy-2-hexenyloxy)}pregna-5,7,16-triene). The yield is 77.8%. Reaction SMILES: [Si]([O:8][C@@H:9]1[C@@:44]2([CH3:45])[C:13](=[CH:14][CH:15]=[C:16]3[C@@H:43]2[CH2:42][CH2:41][C@@:40]2([CH3:46])[C@H:17]3[CH2:18][CH:19]=[C:20]2[C@@H:21]([O:23][CH2:24]/[CH:25]=[CH:26]/[C:27]([CH2:38][CH3:39])([O:30][Si](CC)(CC)CC)[CH2:28][CH3:29])[CH3:22])[CH2:12][C@@H:11]([O:47][Si](C(C)(C)C)(C)C)[CH2:10]1)(C(C)(C)C)(C)C.[F-].C([N+](CCCC)(CCCC)CCCC)CCC>O1CCCC1>[OH:8][C@@H:9]1[C@@:44]2([CH3:45])[C:13](=[CH:14][CH:15]=[C:16]3[C@@H:43]2[CH2:42][CH2:41][C@@:40]2([CH3:46])[C@H:17]3[CH2:18][CH:19]=[C:20]2[C@@H:21]([O:23][CH2:24]/[CH:25]=[CH:26]/[C:27]([CH2:38][CH3:39])([OH:30])[CH2:28][CH3:29])[CH3:22])[CH2:12][C@@H:11]([OH:47])[CH2:10]1 |f:1.2|. Procedure: By the same procedure as in Example 9, 1α,3β-bis(tert-butyldimethylsilyloxy)-20(S)-{(E)-(4-ethyl-4-triethylsilyloxy-2-hexenyloxy)}pregna-5,7,16-triene (84.0 mg, 0.105 mmol), tetrahydrofuran (3 ml) and 1M tetra-n-butylammonium fluoride solution in tetrahydrofuran (2 ml) were reacted (heating under reflux for 5.5 hours) and worked up, and then the residue was purified by preparative thin layer chromatography (0.5 mm×1, dichloromethane:ethyl acetate:ethanol=20:80:1, developed once) to give the titl... Starting materials: O (water), [K] (potassium), C(#N)C(C)(C(COC1=CC=C(C=C1)O)=O)C (2-cyano-2-methyl-4-(4-hydroxyphenoxy)-3-butanone), ClC1=NC2=CC=C(C=C2N=C1)C(F)(F)F (2-chloro-6-trifluoromethylquinoxaline). Run in CN(C=O)C (N,N-dimethylformamide). Run at temperature 100 celsius. The product is C(#N)C(C)(C(COC1=CC=C(C=C1)OC1=NC2=CC=C(C=C2N=C1)C(F)(F)F)=O)C (2-cyano-2-methyl-4-[4-(6-trifluoromethyl-2-quinoxalinyloxy)-phenoxy]-3-butanone). The yield is 47.1%. As a reaction SMILES: [K].[C:2]([C:4]([CH3:17])([C:6](=[O:16])[CH2:7][O:8][C:9]1[CH:14]=[CH:13][C:12]([OH:15])=[CH:11][CH:10]=1)[CH3:5])#[N:3].Cl[C:19]1[CH:28]=[N:27][C:26]2[C:21](=[CH:22][CH:23]=[C:24]([C:29]([F:32])([F:31])[F:30])[CH:25]=2)[N:20]=1.O>CN(C)C=O>[C:2]([C:4]([CH3:17])([C:6](=[O:16])[CH2:7][O:8][C:9]1[CH:10]=[CH:11][C:12]([O:15][C:19]2[CH:28]=[N:27][C:26]3[C:21](=[CH:22][CH:23]=[C:24]([C:29]([F:30])([F:31])[F:32])[CH:25]=3)[N:20]=2)=[CH:13][CH:14]=1)[CH3:5])#[N:3] |^1:0|. Procedure details: 2.20 Grams of a potassium salt of 2-cyano-2-methyl-4-(4-hydroxyphenoxy)-3-butanone and 1.69 g of 2-chloro-6-trifluoromethylquinoxaline were refluxed in 50 nl of N,N-dimethylformamide under heat at 100° C. for 4 hours. The reaction mixture was added to water, and after the mixture was subjected to extraction with chloroform, the extract was concentrated. The residue was separated and purified by column chromatography to give 1.67 g of a compound No. 166 which was a light yellow solid (melting poi... Reactants: C(#C)C1=CC=C(C=C1)[C@@H]1CC[C@H](CC1)CCCCC (1-ethynyl-4-(trans-4-pentylcyclohexyl)benzene), C1(=CC=CC=C1)OC#N (phenyl cyanate), solution, C(CCC)[Li] (butyl lithium), O (water). The solvent is O1CCCC1 (tetrahydrofuran), CCCCCC (hexane). Reaction conditions: temperature -40 celsius, time 15 minute. The product is ethyl acetate petroleum ether, C(CCCC)[C@@H]1CC[C@H](CC1)C1=CC=C(C=C1)C#CC#N (p-(trans-4-pentylcyclohexyl)phenylpropiolonitrile). Isolated yield 91.0%. As a reaction SMILES: [C:1]([C:3]1[CH:8]=[CH:7][C:6]([C@H:9]2[CH2:14][CH2:13][C@H:12]([CH2:15][CH2:16][CH2:17][CH2:18][CH3:19])[CH2:11][CH2:10]2)=[CH:5][CH:4]=1)#[CH:2].C([Li])CCC.C1(O[C:32]#[N:33])C=CC=CC=1.O>O1CCCC1.CCCCCC>[CH2:15]([C@H:12]1[CH2:13][CH2:14][C@H:9]([C:6]2[CH:7]=[CH:8][C:3]([C:1]#[C:2][C:32]#[N:33])=[CH:4][CH:5]=2)[CH2:10][CH2:11]1)[CH2:16][CH2:17][CH2:18][CH3:19]. Procedure details: A solution of 1.2 g of 1-ethynyl-4-(trans-4-pentylcyclohexyl)benzene (prepared according to Example 3) in 50 ml of absolute tetrahydrofuran was placed at -40° C. in a sulphonation flask under argon gasification and treated with 4.72 ml of a 1.2N solution of butyl lithium in hexane. After completion of the addition, the mixture was stirred at -40° C. for a further 15 minutes, subsequently treated at -78° C. with 1.07 ml of phenyl cyanate and stirred at -78° C. for a further 45 minutes. The mixtur... Reactants: Cl (HCl), C[O-].[Na+] (sodium methoxide), C(C)(C)(C)OC(=O)N1CC(CC1)SC(C)=O ((RS)-3-acetylsulfanyl-pyrrolidine-1-carboxylic acid tert-butyl ester). Run in CO (MeOH), CO (MeOH), CO (MeOH). Run at time 6 hour. The product is C(C)(C)(C)OC(=O)N1CC(CC1)S ((RS)-3-mercapto-pyrrolidine-1-carboxylic acid tert-butyl ester). Yield: 116.4%. As a reaction SMILES: [C:1]([O:5][C:6]([N:8]1[CH2:12][CH2:11][CH:10]([S:13]C(=O)C)[CH2:9]1)=[O:7])([CH3:4])([CH3:3])[CH3:2].C[O-].[Na+].Cl>CO>[C:1]([O:5][C:6]([N:8]1[CH2:12][CH2:11][CH:10]([SH:13])[CH2:9]1)=[O:7])([CH3:4])([CH3:2])[CH3:3] |f:1.2|. Reported procedure: To a 0° C. solution of (RS)-3-acetylsulfanyl-pyrrolidine-1-carboxylic acid tert-butyl ester (1.4 g, 5.07 mmol) in MeOH (15 ml) was added dropwise a suspension of sodium methoxide (0.61 g, 11.3 mmol) in MeOH. After 6 hours stirring at room temperature, the reaction mixture was neutralized with 1N HCl and MeOH was partially evaporated. H2O and ethylacetate were added. The aqueous phase was extracted with ethylacetate, the combined organic phases were washed with brine, dried over Na2SO4, filtered ... Reactants: ClC1=C(OCC(=O)NC=2C=C(C(=O)O)C=CC2)C=CC(=C1)Cl (3-[2-(2,4-dichloro-phenoxy)-acetylamino]-benzoic acid), N1(CCOCC1)CCN (2-morpholine-4-yl-ethylamine), C(CCl)Cl (EDC), C=1C=CC2=C(C1)N=NN2O (HOBt), CCN(C(C)C)C(C)C (DIPEA). Solvent: CN(C)CC1=CC(=C(C(=C1)CN(C)C)O)CN(C)C (DMF 3). Yields the product ClC1=C(OCC(=O)NC=2C=C(C(=O)NCC=3C=NC=CC3)C=CC2)C=CC(=C1)Cl (3-[2-(2,4-dichloro-phenoxy)acetylamino]-N-pyridine-3-ylmethyl-benzamide). Isolated yield 39.6%. RXN SMILES: [Cl:1][C:2]1[CH:21]=[C:20]([Cl:22])[CH:19]=[CH:18][C:3]=1[O:4][CH2:5][C:6]([NH:8][C:9]1[CH:10]=[C:11]([CH:15]=[CH:16][CH:17]=1)[C:12]([OH:14])=O)=[O:7].[N:23]1(CCN)CCOC[CH2:24]1.C(Cl)CCl.[CH:36]1[CH:37]=[CH:38][C:39]2N(O)N=[N:42][C:40]=2C=1.CCN(C(C)C)C(C)C>CN(CC1C=C(CN(C)C)C(O)=C(CN(C)C)C=1)C>[Cl:1][C:2]1[CH:21]=[C:20]([Cl:22])[CH:19]=[CH:18][C:3]=1[O:4][CH2:5][C:6]([NH:8][C:9]1[CH:10]=[C:11]([CH:15]=[CH:16][CH:17]=1)[C:12]([NH:23][CH2:24][C:39]1[CH:40]=[N:42][CH:36]=[CH:37][CH:38]=1)=[O:14])=[O:7]. Reported procedure: To solution of 3-[2-(2,4-dichloro-phenoxy)-acetylamino]-benzoic acid (68 mg, 0.2 mmol) and 2-morpholine-4-yl-ethylamine (0.039 ml, 0.3 mmol) in DMF 3.0 mL was added EDC (57.5 mg, 0.3 mmol), HOBt (40.6 mg, 0.3 mmol) and DIPEA (0.052 ml, 0.3 mmol). Reaction mixture was stirred at room temperature, and separated by EtoAC and brine. The organic phase was dried (MgSO4 anh) and concentrated. The residue was purified by silica gel column chromatography (CH2Cl2:MeOH=20:1) to give 3-[2-(2,4-dichloro-phen... Procedure: Ethyl (R)-4-(2-oxo-4-phenyl-oxazolidin-3-yl)benzoate (623 mg) described in Preparation Example 75 was dissolve in methanol (3 mL) and 1,4-dioxane (3 mL), 1N aqueous sodium hydroxide solution (5 mL) was added, and the mixture was stirred at room temperature for 3 hr. The mixture was neutralized with 1N hydrochloric acid (5 mL), 1-(3,5-dimethylpyridin-2-yl)piperazine (383 mg) described in Preparation Example 47 and 4-(4,6-dimethoxy[1.3.5]triazin-2-yl)-4-methylmorpholinium chloride hydrate (DMT-MM)... Starting materials: [OH-].[Na+] (sodium hydroxide), O=C1OC[C@H](N1C1=CC=C(C(=O)OCC)C=C1)C1=CC=CC=C1 (Ethyl (R)-4-(2-oxo-4-phenyl-oxazolidin-3-yl)benzoate), CC=1C(=NC=C(C1)C)N1CCNCC1 (1-(3,5-dimethylpyridin-2-yl)piperazine), O.[Cl-].COC1=NC(=NC(=N1)OC)[N+]1(CCOCC1)C (4-(4,6-dimethoxy[1.3.5]triazin-2-yl)-4-methylmorpholinium chloride hydrate), Cl (hydrochloric acid). RXN SMILES: [O:1]=[C:2]1[N:6]([C:7]2[CH:17]=[CH:16][C:10]([C:11]([O:13]CC)=O)=[CH:9][CH:8]=2)[C@H:5]([C:18]2[CH:23]=[CH:22][CH:21]=[CH:20][CH:19]=2)[CH2:4][O:3]1.[OH-].[Na+].Cl.[CH3:27][C:28]1[C:29]([N:35]2[CH2:40][CH2:39][NH:38][CH2:37][CH2:36]2)=[N:30][CH:31]=[C:32]([CH3:34])[CH:33]=1.O.[Cl-].COC1N=C(OC)N=C([N+]2(C)CCOCC2)N=1>CO.O1CCOCC1.O>[CH3:27][C:28]1[C:29]([N:35]2[CH2:36][CH2:37][N:38]([C:11]([C:10]3[CH:16]=[CH:17][C:7]([N:6]4[C@H:5]([C:18]5[CH:23]=[CH:22][CH:21]=[CH:20][CH:19]=5)[CH2:4][O:3][C:2]4=[O:1])=[CH:8][CH:9]=3)=[O:13])[CH2:39][CH2:40]2)=[N:30][CH:31]=[C:32]([CH3:34])[CH:33]=1 |f:1.2,5.6.7|. Reaction conditions: time 3 hour. Run in O1CCOCC1 (1,4-dioxane), O (Water), CO (methanol). The product is CC=1C(=NC=C(C1)C)N1CCN(CC1)C(=O)C1=CC=C(C=C1)N1C(OC[C@H]1C1=CC=CC=C1)=O ((R)-3-{4-[4-(3,5-dimethylpyridin-2-yl)piperazine-1-carbonyl]phenyl}-4-phenyloxazolidin-2-one). Yield: 15.8%.